Dataset: the Open Reaction Database (ORD), a public repository of structured organic reaction records. Task: describe an organic reaction: reactants, conditions, products, and yield Reactants: FC(C=1C=C(C=CC1)NC(=S)N)(F)F (N-(3-trifluoromethylphenyl)thiourea), BrC(C)Br (dibromoethane), C([O-])([O-])=O.[K+].[K+] (potassium carbonate). Solvent: CC(=O)C (acetone). The product is N=C1SCCN1C1=CC(=CC=C1)C(F)(F)F (2-imino-3-(3-trifluoromethylphenyl)thiazolidine). The yield is 110.0%. RXN SMILES: [F:1][C:2]([F:14])([F:13])[C:3]1[CH:4]=[C:5]([NH:9][C:10]([NH2:12])=[S:11])[CH:6]=[CH:7][CH:8]=1.Br[CH:16](Br)[CH3:17].C(=O)([O-])[O-].[K+].[K+]>CC(C)=O>[NH:12]=[C:10]1[N:9]([C:5]2[CH:6]=[CH:7][CH:8]=[C:3]([C:2]([F:1])([F:13])[F:14])[CH:4]=2)[CH2:17][CH2:16][S:11]1 |f:2.3.4|. Reported procedure: A solution of N-(3-trifluoromethylphenyl)thiourea (6.1 g) , dibromoethane (5.7 g) and anhydrous potassium carbonate (11.5 g) in acetone (60 ml) was refluxed for 1 day. The solvent was removed by distillation therefrom, and the residue was extracted with ethyl ether, washed with water, dried over anhydrous magnesium sulfate and subjected to column chromatography to give 7.5 g of 2-imino-3-(3-trifluoromethylphenyl)thiazolidine. The thus obtained 2-imino-3- (3-trifluoromethylphenyl) thiazolidine (1... Reactants: BrC=1C=CC(=C2N=C(OC21)C)/C(=N/O)/Cl ((Z)-7-bromo-N-hydroxy-2-methyl-benzo[d]oxazole-4-carbimidoyl chloride), ClC1=CC(=CC(=C1)C(=C)C(F)(F)F)Cl (1,3-dichloro-5-(1-trifluoromethyl-vinyl)-benzene), C(O)([O-])=O.[Na+] (sodium hydrogen carbonate). Solvent: CC(C)O (2-propanol). Run at temperature 65 celsius, time 16 hour. The product is BrC1=CC=C(C=2N=C(OC21)C)C2=NOC(C2)(C(F)(F)F)C2=CC(=CC(=C2)Cl)Cl (7-bromo-4-(5-(3,5-dichlorophenyl)-5-trifluoromethyl-4,5-dihydro-isoxazol-3-yl)-2-methyl-benzo[d]oxazole). Yield: 59.7%. RXN SMILES: [Br:1][C:2]1[CH:3]=[CH:4][C:5](/[C:12](/Cl)=[N:13]/[OH:14])=[C:6]2[C:10]=1[O:9][C:8]([CH3:11])=[N:7]2.[Cl:16][C:17]1[CH:22]=[C:21]([C:23]([C:25]([F:28])([F:27])[F:26])=[CH2:24])[CH:20]=[C:19]([Cl:29])[CH:18]=1.C(=O)([O-])O.[Na+]>CC(O)C>[Br:1][C:2]1[C:10]2[O:9][C:8]([CH3:11])=[N:7][C:6]=2[C:5]([C:12]2[CH2:24][C:23]([C:21]3[CH:20]=[C:19]([Cl:29])[CH:18]=[C:17]([Cl:16])[CH:22]=3)([C:25]([F:26])([F:28])[F:27])[O:14][N:13]=2)=[CH:4][CH:3]=1 |f:2.3|. Procedure: To a solution of 7-bromo-N-hydroxy-2-methyl-benzo[d]oxazole-4-carbimidoyl chloride (Example 6.8) (3.63 g) in 2-propanol (100 ml) was added 1,3-dichloro-5-(1-trifluoromethyl-vinyl)-benzene (preparation described in, for example, EP 1,731,512) (3.43 g) and sodium hydrogen carbonate (1.44 g). The reaction mixture was stirred at 65° C. for 16 hours. The reaction mixture was concentrated and the residue was purified by column chromatography on silica gel (eluent: 2-25% v/v ethyl acetate in heptane) t... The reactants are CN1CCCC1=O, CCN(C(C)C)C(C)C, Cl, [Na+], O=C(Nc1cc(Oc2cc(F)c(NC(=O)C3(C(=O)OCc4ccccc4)CC3)cc2F)ccn1)Oc1ccccc1, OC1CCNC1, O=C([O-])O. Yields the product O=C(Nc1cc(Oc2cc(F)c(NC(=O)C3(C(=O)OCc4ccccc4)CC3)cc2F)ccn1)N1CCC(O)C1. As a reaction SMILES: [CH3:63][N:64]1[CH2:65][CH2:66][CH2:67][C:68]1=[O:69].[CH:1]([N:2]([CH2:3][CH3:4])[CH:5]([CH3:6])[CH3:7])([CH3:8])[CH3:9].[ClH:51].[Na+:58].[O:10]([c:11]1[cH:12][cH:13][cH:14][cH:15][cH:16]1)[C:17](=[O:18])[NH:19][c:20]1[n:21][cH:22][cH:23][c:24]([O:26][c:27]2[cH:28][c:29]([F:50])[c:30]([NH:34][C:35](=[O:36])[C:37]3([C:40](=[O:41])[O:42][CH2:43][c:44]4[cH:45][cH:46][cH:47][cH:48][cH:49]4)[CH2:38][CH2:39]3)[cH:31][c:32]2[F:33])[cH:25]1.[OH:52][CH:53]1[CH2:54][NH:55][CH2:56][CH2:57]1.[OH:59][C:60](=[O:61])[O-:62]>>[C:17](=[O:18])([NH:19][c:20]1[n:21][cH:22][cH:23][c:24]([O:26][c:27]2[cH:28][c:29]([F:50])[c:30]([NH:34][C:35](=[O:36])[C:37]3([C:40](=[O:41])[O:42][CH2:43][c:44]4[cH:45][cH:46][cH:47][cH:48][cH:49]4)[CH2:38][CH2:39]3)[cH:31][c:32]2[F:33])[cH:25]1)[N:55]1[CH2:54][CH:53]([OH:52])[CH2:57][CH2:56]1. The reactants are CC=1NC=C(C1C(C)=O)C (2,4-dimethyl-3-acetyl-pyrrole), [I-].[PH4+] (phosphonium iodide), ice water, CC1OC(OC(O1)C)C (Paraldehyde). Solvent: I (hydriodic acid). Conditions: time 2 hour. Product: CC=1NC(=C(C1C(C)=O)C)CC (2,4-dimethyl-3-acetyl-5-ethyl-pyrrole). Reaction SMILES: [CH3:1][C:2]1[NH:3][CH:4]=[C:5]([CH3:10])[C:6]=1[C:7](=[O:9])[CH3:8].[I-].[PH4+].[CH3:13][CH:14]1OC(C)OC(C)O1>I>[CH3:1][C:2]1[NH:3][C:4]([CH2:13][CH3:14])=[C:5]([CH3:10])[C:6]=1[C:7](=[O:9])[CH3:8] |f:1.2|. Procedure details: A solution of 2,4-dimethyl-3-acetyl-pyrrole (548 mg) in 10 ml of aqueous hydriodic acid containing a little solid phosphonium iodide was cooled in an ice-salt bath. Paraldehyde (0.35 ml) was added and the solution was stirred for 41/2 hrs. without further cooling. The solution was then added to 100 ml of ice water to precipitate the light brown product (385 mg, 58%), m.p. 153°-160° C. For analysis, it was sublimed in vacuo then recrystallized from ether (thimble) as grey needles, m.p. 163° C. af... Yields the product CC1=CC(=NC=2N1N=CC2)C2=CC=C(C=C2)C(F)(F)F (7-Methyl-5-(4-trifluoromethyl-phenyl)-pyrazolo[1,5-a]pyrimidine). Reported procedure: To a solution of 7-chloro-5-(4-trifluoromethyl-phenyl)-pyrazolo[1,5-a]pyrimidine (1.49 g, 5.0 mmol) and tetrakis(triphenylphosphin)palladium (1.73 g, 1.5 mmol) in THF (50 mL) was added at 20° C. 2 M dimethylzinc/toluene solution (6.25 mL, 12.5 mmol) and the mixture was refluxed in an atmosphere of argon for 2 h. After the slow addition at 0° C. of sat. aqueous NH4Cl solution (12 mL), the mixture was partitioned between AcOEt and 10% sodium chloride solution. The organic layer was evaporated in v... Yield: 84.4%. The reactants are [NH4+].[Cl-] (NH4Cl), ClC1=CC(=NC=2N1N=CC2)C2=CC=C(C=C2)C(F)(F)F (7-chloro-5-(4-trifluoromethyl-phenyl)-pyrazolo[1,5-a]pyrimidine), tetrakis(triphenylphosphin)palladium, C[Zn]C.C1(=CC=CC=C1)C (dimethylzinc toluene). Reaction SMILES: Cl[C:2]1[N:7]2[N:8]=[CH:9][CH:10]=[C:6]2[N:5]=[C:4]([C:11]2[CH:16]=[CH:15][C:14]([C:17]([F:20])([F:19])[F:18])=[CH:13][CH:12]=2)[CH:3]=1.[CH3:21][Zn]C.C1(C)C=CC=CC=1.[NH4+].[Cl-]>C1COCC1>[CH3:21][C:2]1[N:7]2[N:8]=[CH:9][CH:10]=[C:6]2[N:5]=[C:4]([C:11]2[CH:16]=[CH:15][C:14]([C:17]([F:20])([F:19])[F:18])=[CH:13][CH:12]=2)[CH:3]=1 |f:1.2,3.4|. Run in C1CCOC1 (THF).